From a dataset of the Open Reaction Database (ORD), a public repository of structured organic reaction records. describe an organic reaction: reactants, conditions, products, and yield Starting materials: CNCc1ccc2c(ccn2C)c1, Cl, O=C(O)C=Cc1cnc2c(c1)CCC(=O)N2. Yields the product CN(Cc1ccc2c(ccn2C)c1)C(=O)C=Cc1cnc2c(c1)CCC(=O)N2. Reaction SMILES: [CH3:1][NH:2][CH2:3][c:4]1[cH:5][c:6]2[cH:7][cH:8][n:9]([CH3:13])[c:10]2[cH:11][cH:12]1.[ClH:14].[O:15]=[C:16]1[CH2:17][CH2:18][c:19]2[cH:20][c:21]([CH:26]=[CH:27][C:28](=[O:29])[OH:30])[cH:22][n:23][c:24]2[NH:25]1>>[CH3:1][N:2]([CH2:3][c:4]1[cH:5][c:6]2[cH:7][cH:8][n:9]([CH3:13])[c:10]2[cH:11][cH:12]1)[C:28]([CH:27]=[CH:26][c:21]1[cH:20][c:19]2[c:24]([n:23][cH:22]1)[NH:25][C:16](=[O:15])[CH2:17][CH2:18]2)=[O:29]. Starting materials: BrC1=CC2=C(C(=NO2)CC(=O)N2CCN(CC2)C(=O)OC(C)(C)C)C=C1 (1,1-dimethylethyl 4-[(6-bromo-1,2-benzisoxazol-3-yl)acetyl]-1-piperazinecarboxylate), BrC1=CC2=C(C(=NO2)CC(=O)N2CCN(CC2)C(=O)OC(C)(C)C)C=C1 (1,1-dimethylethyl 4-[(6-bromo-1,2-benzisoxazol-3-yl)acetyl]-1-piperazinecarboxylate), C1(CC1)NC(C1=CC(=C(C=C1)C)B1OC(C(O1)(C)C)(C)C)=O (N-Cyclopropyl-4-methyl-3-(4,4,5,5-tetramethyl-1,3,2-dioxaborolan-2-yl)benzamide), C1(CC1)NC(C1=CC(=C(C=C1)C)B1OC(C(O1)(C)C)(C)C)=O (N-Cyclopropyl-4-methyl-3-(4,4,5,5-tetramethyl-1,3,2-dioxaborolan-2-yl)benzamide), C([O-])([O-])=O.[Na+].[Na+] (sodium carbonate). Reagents/catalysts: C=1C=CC(=CC1)[P](C=2C=CC=CC2)(C=3C=CC=CC3)[Pd]([P](C=4C=CC=CC4)(C=5C=CC=CC5)C=6C=CC=CC6)([P](C=7C=CC=CC7)(C=8C=CC=CC8)C=9C=CC=CC9)[P](C=1C=CC=CC1)(C=1C=CC=CC1)C=1C=CC=CC1 (tetrakis(triphenylphosphine)palladium(0)). The solvent is C(C)(C)O (isopropanol). The product is C1(CC1)NC(=O)C=1C=CC(=C(C1)C1=CC2=C(C(=NO2)CC(=O)N2CCN(CC2)C(=O)OC(C)(C)C)C=C1)C (1,1-Dimethylethyl 4-[(6-{5-[(cyclopropylamino)carbonyl]-2-methylphenyl}-1,2-benzisoxazol-3-yl)acetyl]-1-piperazinecarboxylate). Yield: 58.1%. Reaction SMILES: Br[C:2]1[CH:26]=[CH:25][C:5]2[C:6]([CH2:9][C:10]([N:12]3[CH2:17][CH2:16][N:15]([C:18]([O:20][C:21]([CH3:24])([CH3:23])[CH3:22])=[O:19])[CH2:14][CH2:13]3)=[O:11])=[N:7][O:8][C:4]=2[CH:3]=1.[CH:27]1([NH:30][C:31](=[O:48])[C:32]2[CH:37]=[CH:36][C:35]([CH3:38])=[C:34](B3OC(C)(C)C(C)(C)O3)[CH:33]=2)[CH2:29][CH2:28]1.C(=O)([O-])[O-].[Na+].[Na+]>C(O)(C)C.C1C=CC([P]([Pd]([P](C2C=CC=CC=2)(C2C=CC=CC=2)C2C=CC=CC=2)([P](C2C=CC=CC=2)(C2C=CC=CC=2)C2C=CC=CC=2)[P](C2C=CC=CC=2)(C2C=CC=CC=2)C2C=CC=CC=2)(C2C=CC=CC=2)C2C=CC=CC=2)=CC=1>[CH:27]1([NH:30][C:31]([C:32]2[CH:37]=[CH:36][C:35]([CH3:38])=[C:34]([C:2]3[CH:26]=[CH:25][C:5]4[C:6]([CH2:9][C:10]([N:12]5[CH2:13][CH2:14][N:15]([C:18]([O:20][C:21]([CH3:24])([CH3:23])[CH3:22])=[O:19])[CH2:16][CH2:17]5)=[O:11])=[N:7][O:8][C:4]=4[CH:3]=3)[CH:33]=2)=[O:48])[CH2:28][CH2:29]1 |f:2.3.4,^1:62,64,83,102|. Reported procedure: A mixture of 1,1-dimethylethyl 4-[(6-bromo-1,2-benzisoxazol-3-yl)acetyl]-1-piperazinecarboxylate (Intermediate 33) (0.045 g) N-cyclopropyl-4-methyl-3-(4,4,5,5-tetramethyl-1,3,2-dioxaborolan-2-yl)benzamide (Intermediate 5) (0.03 g) and 2M aqueous sodium carbonate (0.65 ml) in isopropanol (2.5 ml) under nitrogen was treated with tetrakis(triphenylphosphine)palladium(0) (1 mg) then stirred at reflux for 18 h. On cooling the mixture was absorbed onto silica (Merck 7734) and applied to a Varian Bond-... The reactants are ClC(Cl)Cl, O=C1CCC(=O)N1Cl, CC(C)(C)OC(=O)N1CCOc2ccc3c(ccn3S(=O)(=O)c3ccccc3)c2C1. Yields the product CC(C)(C)OC(=O)N1CCOc2ccc3c(c(Cl)cn3S(=O)(=O)c3ccccc3)c2C1. RXN SMILES: [CH:39]([Cl:40])([Cl:41])[Cl:42].[Cl:1][N:2]1[C:3](=[O:4])[CH2:5][CH2:6][C:7]1=[O:8].[c:9]1([S:15](=[O:16])(=[O:17])[n:18]2[cH:19][cH:20][c:21]3[c:22]4[c:23]([cH:24][cH:25][c:26]23)[O:27][CH2:28][CH2:29][N:30]([C:32](=[O:33])[O:34][C:35]([CH3:36])([CH3:37])[CH3:38])[CH2:31]4)[cH:10][cH:11][cH:12][cH:13][cH:14]1>>[Cl:1][c:20]1[cH:19][n:18]([S:15]([c:9]2[cH:10][cH:11][cH:12][cH:13][cH:14]2)(=[O:16])=[O:17])[c:26]2[c:21]1[c:22]1[c:23]([cH:24][cH:25]2)[O:27][CH2:28][CH2:29][N:30]([C:32](=[O:33])[O:34][C:35]([CH3:36])([CH3:37])[CH3:38])[CH2:31]1. Starting materials: NC1=NC2(CO1)c1cc(Br)ccc1Oc1ccc(I)cc12, C1CCOC1, C#CC(C)(C)O, [Cu]I. Product: CC(C)(O)C#Cc1ccc2c(c1)C1(COC(N)=N1)c1cc(Br)ccc1O2. RXN SMILES: [Br:1][c:2]1[cH:3][c:4]2[c:5]([cH:6][cH:7]1)[O:8][c:9]1[cH:10][cH:11][c:12]([I:21])[cH:13][c:14]1[C:15]21[N:16]=[C:17]([NH2:20])[O:18][CH2:19]1.[CH2:30]1[O:31][CH2:32][CH2:33][CH2:34]1.[CH3:22][C:23]([CH3:24])([C:25]#[CH:26])[OH:27].[Cu:28][I:29]>>[Br:1][c:2]1[cH:3][c:4]2[c:5]([cH:6][cH:7]1)[O:8][c:9]1[cH:10][cH:11][c:12]([C:26]#[C:25][C:23]([CH3:22])([CH3:24])[OH:27])[cH:13][c:14]1[C:15]21[N:16]=[C:17]([NH2:20])[O:18][CH2:19]1. Starting materials: N(=NC(=O)OC(C)C)C(=O)OC(C)C (diisopropyl azodicarboxylate), BrC1=CC(=C(C(=C1)F)O)F (4-bromo-2,6-difluorophenol), C[C@@H](CCCCCC)O ((S)-(+)-2-octanol), C1(=CC=CC=C1)P(C1=CC=CC=C1)C1=CC=CC=C1 (triphenylphosphine). The solvent is O1CCCC1 (tetrahydrofuran). Product: FC=1C=C(C=C(C1OC(CCCCCC)C)F)Br (3,5-difluoro-4-(1-methylheptyloxy)bromobenzene). As a reaction SMILES: [Br:1][C:2]1[CH:7]=[C:6]([F:8])[C:5]([OH:9])=[C:4]([F:10])[CH:3]=1.[CH3:11][C@H:12](O)[CH2:13][CH2:14][CH2:15][CH2:16][CH2:17][CH3:18].C1(P(C2C=CC=CC=2)C2C=CC=CC=2)C=CC=CC=1.N(C(OC(C)C)=O)=NC(OC(C)C)=O>O1CCCC1>[F:10][C:4]1[CH:3]=[C:2]([Br:1])[CH:7]=[C:6]([F:8])[C:5]=1[O:9][CH:12]([CH3:11])[CH2:13][CH2:14][CH2:15][CH2:16][CH2:17][CH3:18]. Procedure: 12.0 g of 4-bromo-2,6-difluorophenol, 10.0 ml of (S)-(+)-2-octanol and 16.5 g of triphenylphosphine were dissolved in 300 ml of tetrahydrofuran at about 20° C. with stirring under a nitrogen atmosphere. 12.5 ml of anhydrous (max. 0.0075% of H2O) diisopropyl azodicarboxylate were subsequently added dropwise. The reaction proceeds exothermically. The rate of addition was selected in such a way that the temperature of the mixture did not exceed 45° C. The reaction solution was subsequently stirred ...